From a dataset of the Open Reaction Database (ORD), a public repository of structured organic reaction records. describe an organic reaction: reactants, conditions, products, and yield The reactants are CO, COC(=O)c1cccc(-c2cccs2)c1, Cl, [Na+], C1CCOC1, [OH-]. Yields the product O=C(O)c1cccc(-c2cccs2)c1. As a reaction SMILES: [CH3:19][OH:20].[CH3:1][O:2][C:3](=[O:4])[c:5]1[cH:6][c:7](-[c:11]2[s:12][cH:13][cH:14][cH:15]2)[cH:8][cH:9][cH:10]1.[ClH:18].[Na+:17].[O:21]1[CH2:22][CH2:23][CH2:24][CH2:25]1.[OH-:16]>>[O:2]=[C:3]([OH:4])[c:5]1[cH:6][c:7](-[c:11]2[s:12][cH:13][cH:14][cH:15]2)[cH:8][cH:9][cH:10]1. The reactants are CO (methanol), C(#N)[BH3-].[Na+] (sodium cyanoborohydride), O=S1(CCC(CC1)C1=CNC2=C(C=C(C=C12)C1=CSC(=C1)C=O)C(=O)N)=O (3-(1,1-dioxidotetrahydro-2H-thiopyran-4-yl)-5-(5-formyl-3-thienyl)-1H-indole-7-carboxamide), N1CCC1 (Azetidine). The solvent is CS(=O)C (dimethylsulfoxide), C(C)(=O)O (acetic acid). Conditions: time 1 hour. Product: N1(CCC1)CC1=CC(=CS1)C=1C=C2C(=CNC2=C(C1)C(=O)N)C1CCS(CC1)(=O)=O (5-[5-(1-Azetidinylmethyl)-3-thienyl]-3-(1,1-dioxidotetrahydro-2H-thiopyran-4-yl)-1H-indole-7-carboxamide). Yield: 8.7%. As a reaction SMILES: [O:1]=[S:2]1(=[O:27])[CH2:7][CH2:6][CH:5]([C:8]2[C:16]3[C:11](=[C:12]([C:24]([NH2:26])=[O:25])[CH:13]=[C:14]([C:17]4[CH:21]=[C:20]([CH:22]=O)[S:19][CH:18]=4)[CH:15]=3)[NH:10][CH:9]=2)[CH2:4][CH2:3]1.CO.[NH:30]1[CH2:33][CH2:32][CH2:31]1.C([BH3-])#N.[Na+]>CS(C)=O.C(O)(=O)C>[N:30]1([CH2:22][C:20]2[S:19][CH:18]=[C:17]([C:14]3[CH:15]=[C:16]4[C:11](=[C:12]([C:24]([NH2:26])=[O:25])[CH:13]=3)[NH:10][CH:9]=[C:8]4[CH:5]3[CH2:6][CH2:7][S:2](=[O:1])(=[O:27])[CH2:3][CH2:4]3)[CH:21]=2)[CH2:33][CH2:32][CH2:31]1 |f:3.4|. Reported procedure: 3-(1,1-dioxidotetrahydro-2H-thiopyran-4-yl)-5-(5-formyl-3-thienyl)-1H-indole-7-carboxamide (105 mg, 0.26 mmol) was diluted in dimethylsulfoxide (0.5 mL) and methanol (0.5 mL) in a 2 dram vial. Azetidine (75 mg, 5 eq) was added, followed by glacial acetic acid (0.3 mL). The mixture was stirred at rt for 1 h, then sodium cyanoborohydride (35 mg, 0.56 mmol, 2.1 eq) was added and the mixture was stirred at rt overnight. The mixture was filtered through a 1 g silica gel pad (commercial, in syringe tu... Reactants: [C@@H]1(C[C@H](O)[C@@H](CO)O1)N1C(=O)NC(=O)C(C)=C1 (thymidine), NC1=NC(=C2N=CNC2=N1)N1CCCCCC1 (2-Amino-6-hexahydroazepin-1-yl-9H-purine), Purine nucleoside, F[C@H]1C[C@@H](O[C@@H]1CO)N1C(=O)NC(=O)C=C1 (2',3'-dideoxy-3'-fluorouridine), [N-]=[N+]=[N-].[K+] (potassium azide). Run in CO (MeOH), P(=O)([O-])([O-])[O-].[K+].[K+].[K+] (potassium phosphate). Conditions: temperature 45 celsius, time 7 day. Product: N1=CN=C2NC=NC2=C1 (9H-purine). The yield is 19.0%. RXN SMILES: N[C:2]1[N:10]=[C:9]2[C:5]([N:6]=[CH:7][NH:8]2)=[C:4](N2CCCCCC2)[N:3]=1.F[C@@H]1[C@@H](CO)O[C@@H](N2C=CC(=O)NC2=O)C1.[N-]=[N+]=[N-].[K+].[C@@H]1(N2C=C(C)C(=O)NC2=O)O[C@H](CO)[C@@H](O)C1>P([O-])([O-])([O-])=O.[K+].[K+].[K+].CO>[N:3]1[CH:4]=[C:5]2[C:9]([NH:8][CH:7]=[N:6]2)=[N:10][CH:2]=1 |f:2.3,5.6.7.8|. Reported procedure: 2-Amino-6-hexahydroazepin-1-yl-9H-purine (0.60 g, 2.6 mmoles) and 2',3'-dideoxy-3'-fluorouridine (0.50 g, 2.2 mmoles) were suspended in 50 ml 10 mM potassium phosphate buffer, pH 7.0, containing 0.04% potassium azide. Purine nucleoside phosphorylase (1120 I.U.) and thymidine phosphorylase (10,000 I.U.) (Krenitsky, et al., Biochemistry, 20, 3615, 1981 and U.S. Pat. No. 4,381,344) immobilized on DEAE cellulose was added and the suspension was stirred at 45° C. After 7 days, 100 ml MeOH was added t...